This data is from the Open Reaction Database (ORD), a public repository of structured organic reaction records. The task is: describe an organic reaction: reactants, conditions, products, and yield The yield is 32.0%. Reactants: ClC=1C(=NC(=C(C#N)C1)N[C@@H](C)C1=NC=C(C=C1)F)NC1=NNC(=C1)C1CC1 ((S)-5-Chloro-6-(5-cyclopropyl-1H-pyrazol-3-ylamino)-2-(1-(5-fluoropyridin-2-yl)ethylamino)nicotinonitrile), C1(CC1)C(=O)O (cyclopropyl carboxylic acid), CCN(C(C)C)C(C)C (DIEA), CN(C)C=O (DMF). Product: C(C)(=O)C=1C=CC(=C(C1)NC(=O)C1CC1)F (N-(5-Acetyl-2-fluorophenyl)cyclopropanecarboxamide). Reported procedure: To a round, bottom flask was added 3-amino-4-fluoroacetophenone (Method 64, 1 g, 6.54 mmol), cyclopropyl carboxylic acid (0.62 ml, 7.84 mmol), HATu (2.5 g (6.57 mmol), and DIEA (2.3 ml, 13.08 mmol) in DMF (15 ml). The reaction mixture was allowed to stir at room temperature for 16 hours. The reaction mixture was quenched with water and partitioned with EtOAc. The layers were cut, followed by an additional wash of the aqueous with EtOAc. The combined organic layers were dried over Na2SO4, filtere... Reaction SMILES: ClC1C(NC2C=C(C3CC3)NN=2)=NC(N[C@H:11]([C:13]2[CH:18]=[CH:17][C:16]([F:19])=[CH:15][N:14]=2)C)=C(C=1)C#N.[CH:29]1([C:32]([OH:34])=O)[CH2:31][CH2:30]1.[CH3:35]CN(C(C)C)C(C)C.CN([CH:47]=[O:48])C>>[C:47]([C:13]1[CH:18]=[CH:17][C:16]([F:19])=[C:15]([NH:14][C:32]([CH:29]2[CH2:31][CH2:30]2)=[O:34])[CH:11]=1)(=[O:48])[CH3:35]. Reaction conditions: time 16 hour. The reactants are BrC1=CC(=C(OC2=C(C=C(C=C2)S(=O)(=O)N(C=2SC=CN2)CC2=C(C=C(C=C2)OC)OC)C#N)C=C1)C=1N(N=CC1)C (4-[4-bromo-2-(2-methyl-2H-pyrazol-3-yl)-phenoxy]-3-cyano-N-(2,4-dimethoxy-benzyl)-N-thiazol-2-yl-benzenesulfonamide), COC=1C=C(C=CC1)B(O)O (3-methoxyphenylboronic acid), C([O-])([O-])=O.[K+].[K+] (potassium carbonate), FC(C(=O)O)(F)F (trifluoroacetic acid). The reagents and catalysts are C=1C=CC(=CC1)[P](C=2C=CC=CC2)(C=3C=CC=CC3)[Pd]([P](C=4C=CC=CC4)(C=5C=CC=CC5)C=6C=CC=CC6)([P](C=7C=CC=CC7)(C=8C=CC=CC8)C=9C=CC=CC9)[P](C=1C=CC=CC1)(C=1C=CC=CC1)C=1C=CC=CC1 (tetrakistriphenylphosphinepalladium). Solvent: C1(=CC=CC=C1)C (toluene), C(Cl)Cl (methylene chloride). Run at time 1 hour. Yields the product C(#N)C=1C=C(C=CC1OC1=C(C=C(C=C1)C1=CC(=CC=C1)OC)C1=CC=NN1C)S(=O)(=O)NC=1SC=CN1 (3-Cyano-4-{[3′-methoxy-3-(1-methyl-1H-pyrazol-5-yl)biphenyl-4-yl]oxy}-N-(1,3-thiazol-2-yl)benzenesulfonamide). Isolated yield 60.9%. RXN SMILES: Br[C:2]1[CH:36]=[CH:35][C:5]([O:6][C:7]2[CH:12]=[CH:11][C:10]([S:13]([N:16](CC3C=CC(OC)=CC=3OC)[C:17]3[S:18][CH:19]=[CH:20][N:21]=3)(=[O:15])=[O:14])=[CH:9][C:8]=2[C:33]#[N:34])=[C:4]([C:37]2[N:38]([CH3:42])[N:39]=[CH:40][CH:41]=2)[CH:3]=1.[CH3:43][O:44][C:45]1[CH:46]=[C:47](B(O)O)[CH:48]=[CH:49][CH:50]=1.C(=O)([O-])[O-].[K+].[K+].FC(F)(F)C(O)=O>C1(C)C=CC=CC=1.C(Cl)Cl.C1C=CC([P]([Pd]([P](C2C=CC=CC=2)(C2C=CC=CC=2)C2C=CC=CC=2)([P](C2C=CC=CC=2)(C2C=CC=CC=2)C2C=CC=CC=2)[P](C2C=CC=CC=2)(C2C=CC=CC=2)C2C=CC=CC=2)(C2C=CC=CC=2)C2C=CC=CC=2)=CC=1>[C:33]([C:8]1[CH:9]=[C:10]([S:13]([NH:16][C:17]2[S:18][CH:19]=[CH:20][N:21]=2)(=[O:14])=[O:15])[CH:11]=[CH:12][C:7]=1[O:6][C:5]1[CH:35]=[CH:36][C:2]([C:49]2[CH:48]=[CH:47][CH:46]=[C:45]([O:44][CH3:43])[CH:50]=2)=[CH:3][C:4]=1[C:37]1[N:38]([CH3:42])[N:39]=[CH:40][CH:41]=1)#[N:34] |f:2.3.4,^1:80,82,101,120|. Procedure details: To a solution of 4-[4-bromo-2-(2-methyl-2H-pyrazol-3-yl)-phenoxy]-3-cyano-N-(2,4-dimethoxy-benzyl)-N-thiazol-2-yl-benzenesulfonamide (Preparation 88, 98.5 mg, 0.148 mmol), 3-methoxyphenylboronic acid (48 mg, 0.32 mmol), and potassium carbonate (62.5 mg, 0.452 mmol) in toluene (3 mL) was added tetrakistriphenylphosphinepalladium (0) (22.5 mg, 0.0195 mmol) and the mixture was sparged two times with argon. The reaction mixture was heated at reflux for 4.5 hours. After cooling to room temperature th... Starting materials: ClCCl, COc1cc2nc(Cl)nc(Cl)c2cc1OC, NN. Product: COc1cc2nc(Cl)nc(NN)c2cc1OC. As a reaction SMILES: [CH2:19]([Cl:20])[Cl:21].[Cl:1][c:2]1[n:3][c:4]2[cH:5][c:6]([O:15][CH3:16])[c:7]([O:13][CH3:14])[cH:8][c:9]2[c:10]([Cl:12])[n:11]1.[NH2:17][NH2:18]>>[Cl:1][c:2]1[n:3][c:4]2[cH:5][c:6]([O:15][CH3:16])[c:7]([O:13][CH3:14])[cH:8][c:9]2[c:10]([NH:17][NH2:18])[n:11]1. Starting materials: [Cl-].[NH4+] (ammonium chloride), N(=[N+]=[N-])C(CN1C=2C=CC(=CC2C=2C3N(CCC12)CCC3)C)C3=CC=NC=C3 (6-(2-Azido-2-pyridin-4-yl-ethyl)-9-methyl-2,3,4,5,6,10c-hexahydro-1H-3a,6-diaza-cyclopenta[c]fluorene), N (ammonia). The reagents and catalysts are [Zn] (Zinc). The solvent is C(C)O.O (ethanol water). Conditions: temperature 80 celsius. The product is CC1=CC=2C=3C4N(CCC3N(C2C=C1)CC(C1=CC=NC=C1)N)CCC4 (2-(9-methyl-1,2,3,4,5,10c-hexahydro-3a,6-diaza-cyclopenta[c]fluoren-6-yl)-1-pyridin-4-yl-ethylamine). Yield: 10.8%. As a reaction SMILES: [N:1]([CH:4]([C:23]1[CH:28]=[CH:27][N:26]=[CH:25][CH:24]=1)[CH2:5][N:6]1[C:18]2[CH2:17][CH2:16][N:15]3[CH2:19][CH2:20][CH2:21][CH:14]3[C:13]=2[C:12]2[CH:11]=[C:10]([CH3:22])[CH:9]=[CH:8][C:7]1=2)=[N+]=[N-].[Cl-].[NH4+].N>C(O)C.O.[Zn]>[CH3:22][C:10]1[CH:9]=[CH:8][C:7]2[N:6]([CH2:5][CH:4]([NH2:1])[C:23]3[CH:28]=[CH:27][N:26]=[CH:25][CH:24]=3)[C:18]3[CH2:17][CH2:16][N:15]4[CH2:19][CH2:20][CH2:21][CH:14]4[C:13]=3[C:12]=2[CH:11]=1 |f:1.2,4.5|. Procedure details: 6-(2-Azido-2-pyridin-4-yl-ethyl)-9-methyl-2,3,4,5,6,10c-hexahydro-1H-3a,6-diaza-cyclopenta[c]fluorene (400 mg, 1.07 mmol) was dissolved in ethanol-water (10 mL:1 mL). Zinc dust (280 mg, 4.3 mmol) and ammonium chloride (228 mg, 4.3 mmol) were added and the reaction mixture was heated at 80° C. for 1 h. After consumption of starting material, the reaction mixture was filtered through Celite and filtrate was concentrated to obtain the residue. The residue was basified with aq ammonia and extracted ... The reactants are O=c1ccc2ncc(Br)cc2n1CC1OCCO1, CN1CCCC1=O, CCOC(C)=O, N#C[Cu]C#N. The product is N#Cc1cnc2ccc(=O)n(CC3OCCO3)c2c1. RXN SMILES: [Br:8][c:9]1[cH:10][n:11][c:12]2[cH:13][cH:14][c:15](=[O:25])[n:16]([CH2:19][CH:20]3[O:21][CH2:22][CH2:23][O:24]3)[c:17]2[cH:18]1.[CH3:1][N:2]1[CH2:3][CH2:4][CH2:5][C:6]1=[O:7].[CH3:31][CH2:32][O:33][C:34](=[O:35])[CH3:36].[Cu:26]([C:27]#[N:28])[C:29]#[N:30]>>[C:1](#[N:2])[c:9]1[cH:10][n:11][c:12]2[cH:13][cH:14][c:15](=[O:25])[n:16]([CH2:19][CH:20]3[O:21][CH2:22][CH2:23][O:24]3)[c:17]2[cH:18]1. The yield is 80.2%. Reaction SMILES: Br[C:2]1[N:6](S(C2C=CC=CC=2)(=O)=O)[CH:5]=[C:4]([C:16]([O:18][CH3:19])=[O:17])[C:3]=1[CH2:20][CH2:21][CH3:22].[C:23]1(B(O)O)[CH:28]=[CH:27][CH:26]=[CH:25][CH:24]=1.C(=O)([O-])[O-].[Na+].[Na+]>C1C=CC([P]([Pd]([P](C2C=CC=CC=2)(C2C=CC=CC=2)C2C=CC=CC=2)([P](C2C=CC=CC=2)(C2C=CC=CC=2)C2C=CC=CC=2)[P](C2C=CC=CC=2)(C2C=CC=CC=2)C2C=CC=CC=2)(C2C=CC=CC=2)C2C=CC=CC=2)=CC=1>[C:23]1([C:2]2[NH:6][CH:5]=[C:4]([C:16]([O:18][CH3:19])=[O:17])[C:3]=2[CH2:20][CH2:21][CH3:22])[CH:28]=[CH:27][CH:26]=[CH:25][CH:24]=1 |f:2.3.4,^1:41,43,62,81|. Reactants: BrC1=C(C(=CN1S(=O)(=O)C1=CC=CC=C1)C(=O)OC)CCC (methyl 5-bromo-1-(phenylsulfonyl)-4-propyl-1H-pyrrole-3-carboxylate), C1(=CC=CC=C1)B(O)O (phenylboronic acid), C([O-])([O-])=O.[Na+].[Na+] (sodium carbonate). Reagents/catalysts: C=1C=CC(=CC1)[P](C=2C=CC=CC2)(C=3C=CC=CC3)[Pd]([P](C=4C=CC=CC4)(C=5C=CC=CC5)C=6C=CC=CC6)([P](C=7C=CC=CC7)(C=8C=CC=CC8)C=9C=CC=CC9)[P](C=1C=CC=CC1)(C=1C=CC=CC1)C=1C=CC=CC1 (tetrakis(triphenylphosphine)palladium). Yields the product C1(=CC=CC=C1)C1=C(C(=CN1)C(=O)OC)CCC (Methyl 5-phenyl-4-propyl-1H-pyrrole-3-carboxylate). Reported procedure: Using methyl 5-bromo-1-(phenylsulfonyl)-4-propyl-1H-pyrrole-3-carboxylate (3.96 g), phenylboronic acid (2.5 g), tetrakis(triphenylphosphine)palladium (1.79 g) and sodium carbonate (3.28 g), a procedure as in Reference Example 56 was performed to give the title compound as a pale-yellow oil (yield 2.0 g, 80%). Reactants: O1C2=C(OCC1CN1CCC3(C(N(CN3C3=CC=CC=C3)CC=3C=C(C(=O)OC(C)(C)C)C=CC3)=O)CC1)C=CC=C2 (tert-butyl 3-((8-((2,3-dihydrobenzo[b][1,4]dioxin-2-yl)methyl)-4-oxo-1-phenyl-1,3,8-triazaspiro[4.5]decan-3-yl)methyl)benzoate), solution, Cl (HCl). Solvent: O1CCOCC1 (dioxane). Run at time 4 hour. The product is O1C2=C(OCC1CN1CCC3(C(N(CN3C3=CC=CC=C3)CC=3C=C(C(=O)O)C=CC3)=O)CC1)C=CC=C2 (3-((8-((2,3-Dihydrobenzo[b][1,4]dioxin-2-yl)methyl)-4-oxo-1-phenyl-1,3,8-triazaspiro[4.5]decan-3-yl)methyl)benzoic acid), hydrochloride salt. Isolated yield 99.0%. Reaction SMILES: [O:1]1[CH:6]([CH2:7][N:8]2[CH2:38][CH2:37][C:11]3([N:15]([C:16]4[CH:21]=[CH:20][CH:19]=[CH:18][CH:17]=4)[CH2:14][N:13]([CH2:22][C:23]4[CH:24]=[C:25]([CH:33]=[CH:34][CH:35]=4)[C:26]([O:28]C(C)(C)C)=[O:27])[C:12]3=[O:36])[CH2:10][CH2:9]2)[CH2:5][O:4][C:3]2[CH:39]=[CH:40][CH:41]=[CH:42][C:2]1=2.Cl>O1CCOCC1>[O:1]1[CH:6]([CH2:7][N:8]2[CH2:9][CH2:10][C:11]3([N:15]([C:16]4[CH:17]=[CH:18][CH:19]=[CH:20][CH:21]=4)[CH2:14][N:13]([CH2:22][C:23]4[CH:24]=[C:25]([CH:33]=[CH:34][CH:35]=4)[C:26]([OH:28])=[O:27])[C:12]3=[O:36])[CH2:37][CH2:38]2)[CH2:5][O:4][C:3]2[CH:39]=[CH:40][CH:41]=[CH:42][C:2]1=2. Reported procedure: To tert-butyl 3-((8-((2,3-dihydrobenzo[b][1,4]dioxin-2-yl)methyl)-4-oxo-1-phenyl-1,3,8-triazaspiro[4.5]decan-3-yl)methyl)benzoate (0.17 g, 0.3 mmol) was added 4M solution of HCl in dioxane (3 mL). After stirring at room temperature for 4 hours, the reaction mixture was concentrated in vacuo and lyophilized in acetonitrile/water (1:1) to obtain the title compound as a hydrochloride salt (0.16 g, 99%); 1H NMR (DMSO-d6): δ 1.96 (d, 2H, J=14 Hz), 2.91-3.02 (m, 2H), 3.45-3.71 (m, 6H), 4.03-4.08 (m, 1... Starting materials: CCOC(=O)C(=O)c1sccc1Cl, Cl, [Na+], [OH-], O. Yields the product O=C(O)C(=O)c1sccc1Cl. Reaction SMILES: [CH2:1]([CH3:2])[O:3][C:4]([C:5](=[O:6])[c:7]1[s:8][cH:9][cH:10][c:11]1[Cl:12])=[O:13].[ClH:16].[Na+:15].[OH-:14].[OH2:17]>>[O:3]=[C:4]([C:5](=[O:6])[c:7]1[s:8][cH:9][cH:10][c:11]1[Cl:12])[OH:13].